This data is from the Open Reaction Database (ORD), a public repository of structured organic reaction records. The task is: describe an organic reaction: reactants, conditions, products, and yield Starting materials: [BH4-], CC(C)(C)OC(=O)N1CCC(C(=O)O)CC1, CN1CCOCC1, CO, CCOC(=O)Cl, [Na+], C1CCOC1. Product: CC(C)(C)OC(=O)N1CCC(CO)CC1. RXN SMILES: [BH4-:30].[C:1]([CH3:2])([CH3:3])([CH3:4])[O:5][C:6](=[O:7])[N:8]1[CH2:9][CH2:10][CH:11]([C:12](=[O:13])[OH:14])[CH2:15][CH2:16]1.[CH3:17][N:18]1[CH2:19][CH2:20][O:21][CH2:22][CH2:23]1.[CH3:37][OH:38].[Cl:24][C:25]([O:26][CH2:27][CH3:28])=[O:29].[Na+:31].[O:32]1[CH2:33][CH2:34][CH2:35][CH2:36]1>>[C:1]([CH3:2])([CH3:3])([CH3:4])[O:5][C:6](=[O:7])[N:8]1[CH2:9][CH2:10][CH:11]([CH2:12][OH:13])[CH2:15][CH2:16]1. The reactants are CCN(C(C)C)C(C)C (DIPEA), C(C)N1C(N=C(C(=C1SCC(=O)OCC)C#N)C1=CC(=CC=C1)[N+](=O)[O-])C1=CC=CC=C1 (ethyl 5-cyano-4(3-nitrophenyl)-2-phenyl-6-(ethoxycarbonylmethylthio)-pyrimidine), CCO (EtOH). Run in C1(=CC=CC=C1)C (toluene). Conditions: temperature 0 celsius, time 48 hour. Yields the product NC1=C(SC=2N=C(N=C(C21)C2=CC(=CC=C2)[N+](=O)[O-])C2=CC=CC=C2)C(=O)OCC (Ethyl 5-amino-4-(3-nitrophenyl)-2phenyl-thieno[2,3-d]pyrimidine-6-carboxylate). Reaction SMILES: CCN(C(C)C)C(C)C.C([N:12]1[C:17]([S:18][CH2:19][C:20]([O:22][CH2:23][CH3:24])=[O:21])=[C:16]([C:25]#[N:26])[C:15]([C:27]2[CH:32]=[CH:31][CH:30]=[C:29]([N+:33]([O-:35])=[O:34])[CH:28]=2)=[N:14][CH:13]1[C:36]1[CH:41]=[CH:40][CH:39]=[CH:38][CH:37]=1)C.CCO>C1(C)C=CC=CC=1>[NH2:26][C:25]1[C:16]2[C:15]([C:27]3[CH:32]=[CH:31][CH:30]=[C:29]([N+:33]([O-:35])=[O:34])[CH:28]=3)=[N:14][C:13]([C:36]3[CH:41]=[CH:40][CH:39]=[CH:38][CH:37]=3)=[N:12][C:17]=2[S:18][C:19]=1[C:20]([O:22][CH2:23][CH3:24])=[O:21]. Procedure details: DIPEA (20.0 ml) was added to a stirred solution of ethyl 5-cyano-4(3-nitrophenyl)-2-phenyl-6-(ethoxycarbonylmethylthio)-pyrimidine (example 31(c), 19.7 g) in a mixture of abs. EtOH (100 ml) and toluene p.a. (100 ml). After 48 h at 100° C., the mixture was cooled to 0° C. The resulting precipitate was filtered off, washed with cold EtOH and dried in vacuo at 40° C.